Dataset: the Open Reaction Database (ORD), a public repository of structured organic reaction records. Task: describe an organic reaction: reactants, conditions, products, and yield Reactants: CC#N, Cl, CCC(C1CCC2(CC1)OCCO2)N(C)C. The product is CCC(C1CCC(=O)CC1)N(C)C. RXN SMILES: [CH3:18][C:19]#[N:20].[ClH:17].[O:1]1[CH2:3][CH2:2][O:4][C:5]12[CH2:6][CH2:7][CH:8]([CH:11]([CH2:12][CH3:13])[N:14]([CH3:15])[CH3:16])[CH2:9][CH2:10]2>>[O:4]=[C:5]1[CH2:6][CH2:7][CH:8]([CH:11]([CH2:12][CH3:13])[N:14]([CH3:15])[CH3:16])[CH2:9][CH2:10]1. Reactants: CSC1C2=C(OCC3=C1C=CC=C3)C=CC(=C2)C(=O)O (6,11-dihydro-11-methylthiodibenz[b,e]oxepin-2-carboxylic acid), OO (hydrogen peroxide). Solvent: C(C)(=O)O (acetic acid). Run at temperature 40 celsius, time 0.5 hour. The product is CS(=O)C1C2=C(OCC3=C1C=CC=C3)C=CC(=C2)C(=O)O (6,11-Dihydro-11-methylsulfinyldibenz[b,e]oxepin-2-carboxylic Acid). As a reaction SMILES: [CH3:1][S:2][CH:3]1[C:9]2[CH:10]=[CH:11][CH:12]=[CH:13][C:8]=2[CH2:7][O:6][C:5]2[CH:14]=[CH:15][C:16]([C:18]([OH:20])=[O:19])=[CH:17][C:4]1=2.[OH:21]O>C(O)(=O)C>[CH3:1][S:2]([CH:3]1[C:9]2[CH:10]=[CH:11][CH:12]=[CH:13][C:8]=2[CH2:7][O:6][C:5]2[CH:14]=[CH:15][C:16]([C:18]([OH:20])=[O:19])=[CH:17][C:4]1=2)=[O:21]. Procedure: Dissolve with warming 380 mg. of 6,11-dihydro-11-methylthiodibenz[b,e]oxepin-2-carboxylic acid in 38 ml. of glacial acetic acid. Place the reaction mixture in an oil bath at 40° C. and add 1.5 ml. of 30% hydrogen peroxide. Stir the mixture at 40° C. for 3 1/2 hours until the solution clears. Dilute with 300 ml. of water and separate the precipitate by filtration to obtain the title product.